Dataset: the Open Reaction Database (ORD), a public repository of structured organic reaction records. Task: describe an organic reaction: reactants, conditions, products, and yield The reactants are O=N[O-], COCCOCC(C)(C)c1ccc(NC(C)=O)cc1N, [Na+], O, O=S(=O)(O)O. Product: COCCOCC(C)(C)c1ccc(NC(C)=O)cc1O. As a reaction SMILES: [N:21](=[O:22])[O-:23].[NH2:1][c:2]1[cH:3][c:4]([NH:17][C:18]([CH3:19])=[O:20])[cH:5][cH:6][c:7]1[C:8]([CH2:9][O:10][CH2:11][CH2:12][O:13][CH3:14])([CH3:15])[CH3:16].[Na+:24].[OH2:25].[S:26](=[O:27])(=[O:28])([OH:29])[OH:30]>>[c:2]1([OH:22])[cH:3][c:4]([NH:17][C:18]([CH3:19])=[O:20])[cH:5][cH:6][c:7]1[C:8]([CH2:9][O:10][CH2:11][CH2:12][O:13][CH3:14])([CH3:15])[CH3:16]. Reactants: C(C)(C)(C)[Si](C)(C)OC1=CC(=C(C(=C1)C)B1OC(C(O1)(C)C)(C)C)C (tert-butyl [3,5-dimethyl-4-(4,4,5,5-tetramethyl-1,3,2-dioxaborolan-2-yl)phenoxy]dimethylsilane), BrC=1C(=C(COC2=NC=C(C=O)C=C2)C=CC1)C (6-[(3-bromo-2-methylbenzyl)oxy]nicotinaldehyde), C1(CCCCC1)P(C1=C(C=CC=C1)C1=C(C=CC=C1OC)OC)C1CCCCC1 (dicyclohexyl(2′,6′-dimethoxybiphenyl-2-yl)phosphine), P(=O)([O-])([O-])[O-].[K+].[K+].[K+] (tripotassium phosphate). Reagents/catalysts: C(C)(=O)[O-].[Pd+2].C(C)(=O)[O-] (palladium acetate). Run in O (water), C1(=CC=CC=C1)C (toluene). Reaction conditions: temperature 60 celsius. Product: [Si](C)(C)(C(C)(C)C)OC1=CC(=C(C(=C1)C)C1=C(C(=CC=C1)COC1=NC=C(C=O)C=C1)C)C (6-[(4′-{[tert-butyl(dimethyl)silyl]oxy}-2,2′,6′-trimethylbiphenyl-3-yl)methoxy]nicotinaldehyde). RXN SMILES: [C:1]([Si:5]([O:8][C:9]1[CH:14]=[C:13]([CH3:15])[C:12](B2OC(C)(C)C(C)(C)O2)=[C:11]([CH3:25])[CH:10]=1)([CH3:7])[CH3:6])([CH3:4])([CH3:3])[CH3:2].Br[C:27]1[C:28]([CH3:43])=[C:29]([CH:40]=[CH:41][CH:42]=1)[CH2:30][O:31][C:32]1[CH:39]=[CH:38][C:35]([CH:36]=[O:37])=[CH:34][N:33]=1.C1(P(C2CCCCC2)C2C=CC=CC=2C2C(OC)=CC=CC=2OC)CCCCC1.P([O-])([O-])([O-])=O.[K+].[K+].[K+]>C([O-])(=O)C.[Pd+2].C([O-])(=O)C.O.C1(C)C=CC=CC=1>[Si:5]([O:8][C:9]1[CH:10]=[C:11]([CH3:25])[C:12]([C:27]2[CH:42]=[CH:41][CH:40]=[C:29]([CH2:30][O:31][C:32]3[CH:39]=[CH:38][C:35]([CH:36]=[O:37])=[CH:34][N:33]=3)[C:28]=2[CH3:43])=[C:13]([CH3:15])[CH:14]=1)([C:1]([CH3:2])([CH3:3])[CH3:4])([CH3:6])[CH3:7] |f:3.4.5.6,7.8.9|. Reported procedure: In an atmosphere of nitrogen, a mixture of tert-butyl [3,5-dimethyl-4-(4,4,5,5-tetramethyl-1,3,2-dioxaborolan-2-yl)phenoxy]dimethylsilane, 6-[(3-bromo-2-methylbenzyl)oxy]nicotinaldehyde, palladium acetate, dicyclohexyl(2′,6′-dimethoxybiphenyl-2-yl)phosphine, tripotassium phosphate, toluene and water was stirred with heating at 60° C. for 3 days to obtain 6-[(4′-{[tert-butyl(dimethyl)silyl]oxy}-2,2′,6′-trimethylbiphenyl-3-yl)methoxy]nicotinaldehyde. Reactants: CC1CO1, [NH2-], [Na], O, Cc1ccccc1C, c1ccc2c(c1)Nc1ccccc1S2. Product: CC(O)CN1c2ccccc2Sc2ccccc21. RXN SMILES: [CH2:17]1[CH:18]([CH3:19])[O:20]1.[NH2-:16].[Na:15].[OH2:21].[c:22]1([CH3:23])[c:24]([CH3:25])[cH:26][cH:27][cH:28][cH:29]1.[cH:1]1[cH:2][cH:3][cH:4][c:5]2[c:14]1[NH:13][c:12]1[c:7]([cH:8][cH:9][cH:10][cH:11]1)[S:6]2>>[cH:1]1[cH:2][cH:3][cH:4][c:5]2[c:14]1[N:13]([CH2:17][CH:18]([CH3:19])[OH:20])[c:12]1[c:7]([cH:8][cH:9][cH:10][cH:11]1)[S:6]2. The reactants are FC=1C=C2C(=CNC2=CC1)C=1CCN(CC1)C (5-fluoro-3-(1-methyl-1,2,3,6-tetrahydro-4-pyridinyl)-1H-indole), BrC1=C(C=CC=C1)S(=O)(=O)Cl (2-bromophenylsulfonyl chloride). Yields the product BrC1=C(C=CC=C1)S(=O)(=O)N1C=C(C2=CC(=CC=C12)F)C=1CCN(CC1)C (1-(2-Bromophenylsulfonyl)-5-fluoro-3-(1-methyl-1,2,3,6-tetrahydro-4-pyridinyl)indole). RXN SMILES: [F:1][C:2]1[CH:3]=[C:4]2[C:8](=[CH:9][CH:10]=1)[NH:7][CH:6]=[C:5]2[C:11]1[CH2:12][CH2:13][N:14]([CH3:17])[CH2:15][CH:16]=1.[Br:18][C:19]1[CH:24]=[CH:23][CH:22]=[CH:21][C:20]=1[S:25](Cl)(=[O:27])=[O:26]>>[Br:18][C:19]1[CH:24]=[CH:23][CH:22]=[CH:21][C:20]=1[S:25]([N:7]1[C:8]2[C:4](=[CH:3][C:2]([F:1])=[CH:10][CH:9]=2)[C:5]([C:11]2[CH2:12][CH2:13][N:14]([CH3:17])[CH2:15][CH:16]=2)=[CH:6]1)(=[O:27])=[O:26]. Reported procedure: (32 mg, 53%), from 5-fluoro-3-(1-methyl-1,2,3,6-tetrahydro-4-pyridinyl)-1H-indole (Example 4b, 30.6 mg, 0.133 mmol) and 2-bromophenylsulfonyl chloride (67.9 mg, 0.27 mmol); HRMS-FAB+ for C20H19N2SO2BrF calculated MH+ : 449.03348; found: 449.03240.